This data is from the Open Reaction Database (ORD), a public repository of structured organic reaction records. The task is: describe an organic reaction: reactants, conditions, products, and yield Reactants: O (water), [N+](=O)([O-])C1=C(N)C=CC(=C1)Cl (2-nitro-4-chloroaniline), N1=CC=CC=C1 (pyridine), C1(=CC=CC=C1)S(=O)(=O)Cl (benzenesulfonylchloride). Run in C(Cl)Cl (methylene chloride). Reaction conditions: time 3 day. Yields the product C1(=CC=CC=C1)S(=O)(=O)NC1=C(C=C(C=C1)Cl)[N+](=O)[O-] (2-phenylsulfonylamino-5-chloro-1-nitrobenzene). RXN SMILES: [N+:1]([C:4]1[CH:10]=[C:9]([Cl:11])[CH:8]=[CH:7][C:5]=1[NH2:6])([O-:3])=[O:2].N1C=CC=CC=1.[C:18]1([S:24](Cl)(=[O:26])=[O:25])[CH:23]=[CH:22][CH:21]=[CH:20][CH:19]=1.O>C(Cl)Cl>[C:18]1([S:24]([NH:6][C:5]2[CH:7]=[CH:8][C:9]([Cl:11])=[CH:10][C:4]=2[N+:1]([O-:3])=[O:2])(=[O:26])=[O:25])[CH:23]=[CH:22][CH:21]=[CH:20][CH:19]=1. Reported procedure: To a solution of 2-nitro-4-chloroaniline (500 mg) and pyridine (2.1 ml in methylene chloride (10 ml), benzenesulfonylchloride (1.2 ml) was added dropwise at 0° C. under an atmosphere of argon. The reaction mixture was stirred for 3 days at room temperature. To the reaction mixture, water was added. The mixture was extracted with ethyl acetate. The organic layer was washed, dried over and concentrated under the reduced pressure. The reside was recrystallized from AcOEt-hexane mixture solvent to g... Starting materials: FC=1C(=C(C(=O)OC)C=C(C1C)B1OC(C(O1)(C)C)(C)C)O (methyl 3-fluoro-2-hydroxy-4-methyl-5-(4,4,5,5-tetramethyl-1,3,2-dioxaborolan-2-yl)benzoate), ClCC1=CC=C(C=C1)N1N=CC=C1 (1-(4-(chloromethyl)phenyl)-1H-pyrazole), C([O-])([O-])=O.[Na+].[Na+] (sodium carbonate), COCCOC (DME). The reagents and catalysts are C=1C=CC(=CC1)[P](C=2C=CC=CC2)(C=3C=CC=CC3)[Pd]([P](C=4C=CC=CC4)(C=5C=CC=CC5)C=6C=CC=CC6)([P](C=7C=CC=CC7)(C=8C=CC=CC8)C=9C=CC=CC9)[P](C=1C=CC=CC1)(C=1C=CC=CC1)C=1C=CC=CC1 (Tetrakis(triphenylphosphine)palladium(0)). Run in O (water), O (water). Reaction conditions: temperature 80 celsius, time 8 hour. The product is N1(N=CC=C1)C1=CC=C(CC=2C(=C(C(=C(C(=O)OC)C2)O)F)C)C=C1 (methyl 5-(4-(1H-pyrazol-1-yl)benzyl)-3-fluoro-2-hydroxy-4-methylbenzoate). Isolated yield 14.2%. RXN SMILES: [F:1][C:2]1[C:3]([OH:22])=[C:4]([CH:9]=[C:10](B2OC(C)(C)C(C)(C)O2)[C:11]=1[CH3:12])[C:5]([O:7][CH3:8])=[O:6].Cl[CH2:24][C:25]1[CH:30]=[CH:29][C:28]([N:31]2[CH:35]=[CH:34][CH:33]=[N:32]2)=[CH:27][CH:26]=1.C(=O)([O-])[O-].[Na+].[Na+].COCCOC>C1C=CC([P]([Pd]([P](C2C=CC=CC=2)(C2C=CC=CC=2)C2C=CC=CC=2)([P](C2C=CC=CC=2)(C2C=CC=CC=2)C2C=CC=CC=2)[P](C2C=CC=CC=2)(C2C=CC=CC=2)C2C=CC=CC=2)(C2C=CC=CC=2)C2C=CC=CC=2)=CC=1.O>[N:31]1([C:28]2[CH:29]=[CH:30][C:25]([CH2:24][C:10]3[C:11]([CH3:12])=[C:2]([F:1])[C:3]([OH:22])=[C:4]([CH:9]=3)[C:5]([O:7][CH3:8])=[O:6])=[CH:26][CH:27]=2)[CH:35]=[CH:34][CH:33]=[N:32]1 |f:2.3.4,^1:51,53,72,91|. Reported procedure: Tetrakis(triphenylphosphine)palladium(0) (0.40 g) was added to a mixture of methyl 3-fluoro-2-hydroxy-4-methyl-5-(4,4,5,5-tetramethyl-1,3,2-dioxaborolan-2-yl)benzoate (2.13 g), 1-(4-(chloromethyl)phenyl)-1H-pyrazole (1.32 g), sodium carbonate (1.46 g), DME (30.0 mL) and water (10.0 mL) under argon atmosphere, and the mixture was stirred overnight at 80° C. The reaction mixture was allowed to be cooled to room temperature, water was added thereto, and the mixture was extracted with ethyl acetate.... Reactants: Cl, [Na+], [OH-], CC(C)(C)C(=O)Nc1ccc(-c2ncccn2)cc1. Yields the product Nc1ccc(-c2ncccn2)cc1. RXN SMILES: [ClH:22].[Na+:21].[OH-:20].[n:1]1[c:2](-[c:7]2[cH:8][cH:9][c:10]([NH:13][C:14](=[O:15])[C:16]([CH3:17])([CH3:18])[CH3:19])[cH:11][cH:12]2)[n:3][cH:4][cH:5][cH:6]1>>[n:1]1[c:2](-[c:7]2[cH:8][cH:9][c:10]([NH2:13])[cH:11][cH:12]2)[n:3][cH:4][cH:5][cH:6]1. Reactants: C(C1=CC=CC=C1)(C1=CC=CC=C1)(C1=CC=CC=C1)N1C=NC(=C1)C=1SC=CC1N (2-(1-trityl-1H-imidazol-4-yl)thiophen-3-amine), COC1=CC=C(C=C1)CC(=O)O (2-(4-methoxyphenyl)acetic acid). Product: COC1=CC=C(C=C1)CC(=O)NC1=C(SC=C1)C=1N=CN(C1)C(C1=CC=CC=C1)(C1=CC=CC=C1)C1=CC=CC=C1 (2-(4-Methoxyphenyl)-N-(2-(1-trityl-1H-imidazol-4-yl)thiophen-3-yl)acetamide). As a reaction SMILES: [C:1]([N:20]1[CH:24]=[C:23]([C:25]2[S:26][CH:27]=[CH:28][C:29]=2[NH2:30])[N:22]=[CH:21]1)([C:14]1[CH:19]=[CH:18][CH:17]=[CH:16][CH:15]=1)([C:8]1[CH:13]=[CH:12][CH:11]=[CH:10][CH:9]=1)[C:2]1[CH:7]=[CH:6][CH:5]=[CH:4][CH:3]=1.[CH3:31][O:32][C:33]1[CH:38]=[CH:37][C:36]([CH2:39][C:40](O)=[O:41])=[CH:35][CH:34]=1>>[CH3:31][O:32][C:33]1[CH:38]=[CH:37][C:36]([CH2:39][C:40]([NH:30][C:29]2[CH:28]=[CH:27][S:26][C:25]=2[C:23]2[N:22]=[CH:21][N:20]([C:1]([C:14]3[CH:19]=[CH:18][CH:17]=[CH:16][CH:15]=3)([C:2]3[CH:3]=[CH:4][CH:5]=[CH:6][CH:7]=3)[C:8]3[CH:9]=[CH:10][CH:11]=[CH:12][CH:13]=3)[CH:24]=2)=[O:41])=[CH:35][CH:34]=1. Procedure: The title compound was prepared from 2-(1-trityl-1H-imidazol-4-yl)thiophen-3-amine and 2-(4-methoxyphenyl)acetic acid using protocol B (561 mg, 59%) as a brown solid. Method [7] Retention time 9.46 min by HPLC (MH+ 556). The reactants are C(C1=CC=CC=C1)OC(NC1(CCC(CC1)O)C1=CC=C(C=C1)F)=O ([1-(4-Fluoro-phenyl)-4-hydroxy-cyclohexyl]-carbamic acid benzyl ester). Reagents/catalysts: [Pd] (palladium on charcoal). The solvent is CO (methanol). The product is NC1(CCC(CC1)O)C1=CC=C(C=C1)F (4-Amino-4-(4-fluoro-phenyl)-cyclohexanol). Yield: 95.2%. RXN SMILES: C(OC(=O)[NH:10][C:11]1([C:18]2[CH:23]=[CH:22][C:21]([F:24])=[CH:20][CH:19]=2)[CH2:16][CH2:15][CH:14]([OH:17])[CH2:13][CH2:12]1)C1C=CC=CC=1>CO.[Pd]>[NH2:10][C:11]1([C:18]2[CH:19]=[CH:20][C:21]([F:24])=[CH:22][CH:23]=2)[CH2:16][CH2:15][CH:14]([OH:17])[CH2:13][CH2:12]1. Procedure: 0.5 g of [1-(4-Fluoro-phenyl)-4-hydroxy-cyclohexyl]-carbamic acid benzyl ester (78) were dissolved in 50 mL of methanol and 57 mg of palladium on charcoal (10%) were added. The mixture was stirred under a hydrogen atmosphere until conversion was complete. The catalyst was filtered off and the organic layer was evaporated to dryness to give 290 mg of the desired product. Rt=0.73 min (Method E). Detected mass: 175.2 (M+H—H2O—NH3+). The reactants are NC1=NC(=CC=C1O)Br (2-amino-6-bromopyridin-3-ol), C(=O)([O-])[O-].[K+].[K+] (K2CO3), BrC(C(=O)OCC)(C)C (ethyl 2-bromoisobutyrate). Run in CC(=O)C (acetone). Conditions: time 8 hour. Yields the product BrC=1C=CC=2OC(C(NC2N1)=O)(C)C (6-bromo-2,2-dimethyl-2H-pyrido[3,2-b][1,4]oxazin-3(4H)-one). The yield is 88.4%. RXN SMILES: [NH2:1][C:2]1[C:7]([OH:8])=[CH:6][CH:5]=[C:4]([Br:9])[N:3]=1.C([O-])([O-])=O.[K+].[K+].Br[C:17]([CH3:24])([CH3:23])[C:18](OCC)=[O:19]>CC(C)=O>[Br:9][C:4]1[CH:5]=[CH:6][C:7]2[O:8][C:17]([CH3:24])([CH3:23])[C:18](=[O:19])[NH:1][C:2]=2[N:3]=1 |f:1.2.3|. Procedure: To a suspension of 2-amino-6-bromopyridin-3-ol (250 mg, 1.32 mmol) and K2CO3 in acetone (5 mL) was added ethyl 2-bromoisobutyrate (0.29 ml, 1.98 mmol) and the reaction was stirred for 1 hour at room temperature and overnight at reflux. The acetone was removed, and to the residue was added dichloromethane and water. The layers were separated and the aqueous was extracted with dichloromethane (1x). The organic layer was dried (MgSO4), filtered, and concentrated to afford 6-bromo-2,2-dimethyl-2H-py...